From a dataset of the Open Reaction Database (ORD), a public repository of structured organic reaction records. describe an organic reaction: reactants, conditions, products, and yield Reactants: COC(C(C)(C=1SC=CC1)C)=O (2-methyl-2-thiophen-2-yl-propionic acid methyl ester), C(C(C)C)[Al]CC(C)C (diisobutylaluminum), CC(C)C[Al]CC(C)C (Dibal-H), C1(=CC=CC=C1)C (PhMe). Solvent: C(Cl)Cl (CH2Cl2). Reaction conditions: time 2 day. The product is CC(CO)(C)C=1SC=CC1 (2-methyl-2-thiophen-2-yl-propan-1-ol). Yield: 84.5%. RXN SMILES: C[O:2][C:3](=O)[C:4]([CH3:11])([C:6]1[S:7][CH:8]=[CH:9][CH:10]=1)[CH3:5].C([Al]CC(C)C)C(C)C.C1(C)C=CC=CC=1>C(Cl)Cl>[CH3:5][C:4]([C:6]1[S:7][CH:8]=[CH:9][CH:10]=1)([CH3:11])[CH2:3][OH:2] |^1:13|. Reported procedure: A solution of 2-methyl-2-thiophen-2-yl-propionic acid methyl ester (2.085 g, 11.32 mmol) in CH2Cl2 (55 mL) at 0° C. is treated with diisobutylaluminum hydrde (Dibal-H, 1.0 M PhMe, 24.0 mL, 24.0 mmol) and warmed to rt after 4 min. After 1.5 h the reaction mixture is cooled to 0° C. and quenched with 1N tartaric acid (50 mL) and stirred for 2 d. The layers are separated and the aqueous layer is extracted with CH2Cl2 (1×50 mL). The combined extracts are dried over MgSO4, filtered, and concentrated....